Dataset: the Open Reaction Database (ORD), a public repository of structured organic reaction records. Task: describe an organic reaction: reactants, conditions, products, and yield Reactants: C=C(C)c1cc(Br)c(Oc2nc(C)nc3c2nnn3C(CCC)CCC)c(OC)c1, CCO, [Pt]. The product is CCCC(CCC)n1nnc2c(Oc3c(Br)cc(C(C)C)cc3OC)nc(C)nc21. Reaction SMILES: [Br:1][c:2]1[c:3]([O:4][c:5]2[c:6]3[c:7]([n:8][c:9]([CH3:11])[n:10]2)[n:12]([CH:15]([CH2:16][CH2:17][CH3:18])[CH2:19][CH2:20][CH3:21])[n:13][n:14]3)[c:22]([O:29][CH3:30])[cH:23][c:24]([C:26](=[CH2:27])[CH3:28])[cH:25]1.[CH3:31][CH2:32][OH:33].[Pt:34]>>[Br:1][c:2]1[c:3]([O:4][c:5]2[c:6]3[c:7]([n:8][c:9]([CH3:11])[n:10]2)[n:12]([CH:15]([CH2:16][CH2:17][CH3:18])[CH2:19][CH2:20][CH3:21])[n:13][n:14]3)[c:22]([O:29][CH3:30])[cH:23][c:24]([CH:26]([CH3:27])[CH3:28])[cH:25]1. The reactants are C1(CC1)C(CC=1C=NC(=NC1)C1=NN(C2=NC=CC=C21)CC2=C(C=CC=C2)F)=O (1-Cyclopropyl-2-{2-[1-(2-fluorobenzyl)-1H-pyrazolo[3,4-b]pyridin-3-yl]-5-pyrimidinyl}ethanone), COC(N(C)C)OC (N-(dimethoxymethyl)-N,N-dimethylamine). Solvent: CN(C)C=O (DMF). Reaction conditions: temperature 110 celsius, time 2 hour. The product is C1(CC1)C(\C(=C\N(C)C)\C=1C=NC(=NC1)C1=NN(C2=NC=CC=C21)CC2=C(C=CC=C2)F)=O ((2E)-1-Cyclopropyl-3-(dimethylamino)-2-{2-[1-(2-fluorobenzyl)-1H-pyrazol[3,4-b]-pyridin-3-yl]-5-pyrimidinyl}-2-propen-1-one). As a reaction SMILES: [CH:1]1([C:4](=[O:29])[CH2:5][C:6]2[CH:7]=[N:8][C:9]([C:12]3[C:20]4[C:15](=[N:16][CH:17]=[CH:18][CH:19]=4)[N:14]([CH2:21][C:22]4[CH:27]=[CH:26][CH:25]=[CH:24][C:23]=4[F:28])[N:13]=3)=[N:10][CH:11]=2)[CH2:3][CH2:2]1.CO[CH:32](OC)[N:33]([CH3:35])[CH3:34]>CN(C=O)C>[CH:1]1([C:4](=[O:29])/[C:5](/[C:6]2[CH:7]=[N:8][C:9]([C:12]3[C:20]4[C:15](=[N:16][CH:17]=[CH:18][CH:19]=4)[N:14]([CH2:21][C:22]4[CH:27]=[CH:26][CH:25]=[CH:24][C:23]=4[F:28])[N:13]=3)=[N:10][CH:11]=2)=[CH:32]/[N:33]([CH3:35])[CH3:34])[CH2:3][CH2:2]1. Procedure details: 100 mg (0.26 mmol) of 1-cyclopropyl-2-{2-[1-(2-fluorobenzyl)-1H-pyrazolo[3,4-b]-pyridin-3-yl]-5-pyrimidinyl}ethanone (example XXVI, step 1) are added to a solution of 123 mg (1.03 mmol) of N-(dimethoxymethyl)-N,N-dimethylamine in 1 ml of DMF. The reaction mixture is stirred at 110° C. for 2 hours and then poured into distilled water. The precipitated solid is filtered off, washed with distilled water and dried. 93 mg (64% of theory) of the product are obtained and are directly reacted further wi... Starting materials: NC1=C(OC2=NC(=C(C=C21)C2=CC=C(C=C2)Cl)C2=C(C=CC=C2)Cl)C(C(C)(C)O)=O (1-[3-Amino-6-(2-chlorophenyl)-5-(4-chlorophenyl)furo[2,3-b]pyridin-2-yl]-2-hydroxy-2-methylpropan-1-one), C(C)(=O)OC(C)=O (acetic anhydride). Solvent: C(C)(=O)O (acetic acid). Reaction conditions: temperature 85 celsius. Product: ClC1=C(C=CC=C1)C1=C(C=C2C(=N1)OC(=C2NC(C)=O)C(C(C)(C)O)=O)C2=CC=C(C=C2)Cl (N-[6-(2-chlorophenyl)-5-(4-chlorophenyl)-2-(2-hydroxy-2-methylpropanoyl)furo[2,3-b]pyridin-3-yl]acetamide). RXN SMILES: [NH2:1][C:2]1[C:10]2[C:5](=[N:6][C:7]([C:18]3[CH:23]=[CH:22][CH:21]=[CH:20][C:19]=3[Cl:24])=[C:8]([C:11]3[CH:16]=[CH:15][C:14]([Cl:17])=[CH:13][CH:12]=3)[CH:9]=2)[O:4][C:3]=1[C:25](=[O:30])[C:26]([OH:29])([CH3:28])[CH3:27].[C:31](OC(=O)C)(=[O:33])[CH3:32]>C(O)(=O)C>[Cl:24][C:19]1[CH:20]=[CH:21][CH:22]=[CH:23][C:18]=1[C:7]1[N:6]=[C:5]2[O:4][C:3]([C:25](=[O:30])[C:26]([OH:29])([CH3:27])[CH3:28])=[C:2]([NH:1][C:31](=[O:33])[CH3:32])[C:10]2=[CH:9][C:8]=1[C:11]1[CH:16]=[CH:15][C:14]([Cl:17])=[CH:13][CH:12]=1. Procedure details: The product of Example 100 (0.200 g), acetic anhydride (1.25 mL) and acetic acid (0.25 mL) were combined and then heated to 85° C. After 3 h the reaction was concentrated and the residue was dissolved in dichloromethane and washed twice with aqueous sodium bicarbonate. The solution was then concentrated and the residue was purified via flash chromatography on silica gel with gradient elution of 0–60% ethyl acetate in hexanes affording the title compound. HPLC/MS: 483.0 (M+1), 484.8 (M+3); Rt=3.9... Reactants: Cl.Cl.Cl.NCCCC(CCCNC(C(O)NC(CCCCCCNC(=N)N)=O)=O)N (N-[4-(3-aminopropyl)-aminobutyl]-2-(7-guanidinoheptanamido)-2-hydroxyethanamide trihydrochloride), Cl.N(C(=N)N)CCCCCCC(=O)N (7-guanidinoheptanamide hydrochloride), Cl.Cl.NCCCNCCCCNC(C(O)O)=O (N-[4-(3-aminopropyl)aminobutyl]-2,2-dihydroxyethanamide dihydrochloride), C(CCCC(=O)O)(=O)O (glutaric acid). Solvent: O (water), O (water). Conditions: temperature 60 celsius. The product is NCCCNCCCCNC(C(O)NC(CCCCCCNC(=N)N)=O)=O (N-[4-(3-aminopropyl)aminobutyl]-2-(7-guanidinoheptanamido)-2-hydroxyethanamide). Yield: 50.5%. RXN SMILES: Cl.[NH:2]([CH2:6][CH2:7][CH2:8][CH2:9][CH2:10][CH2:11][C:12]([NH2:14])=[O:13])[C:3]([NH2:5])=[NH:4].Cl.Cl.[NH2:17][CH2:18][CH2:19][CH2:20][NH:21][CH2:22][CH2:23][CH2:24][CH2:25][NH:26][C:27](=[O:31])[CH:28](O)[OH:29].C(O)(=O)CCCC(O)=O.Cl.Cl.Cl.NCCCC(N)CCCNC(=O)C(NC(=O)CCCCCCNC(N)=N)O>O>[NH2:17][CH2:18][CH2:19][CH2:20][NH:21][CH2:22][CH2:23][CH2:24][CH2:25][NH:26][C:27](=[O:31])[CH:28]([NH:14][C:12](=[O:13])[CH2:11][CH2:10][CH2:9][CH2:8][CH2:7][CH2:6][NH:2][C:3]([NH2:5])=[NH:4])[OH:29] |f:0.1,2.3.4,6.7.8.9|. Procedure details: A mixture of 360 mg (1.62 mmoles) of 7-guanidinoheptanamide hydrochloride, 568 mg (1.94 mmoles) of N-[4-(3-aminopropyl)aminobutyl]-2,2-dihydroxyethanamide dihydrochloride, 214 mg (1.62 mmoles) of glutaric acid and 0.36 ml of water was heated at 60° C. for 24 hours. After completion of the reaction, 5 ml of water was added to the reaction mixture and the resulting mixture was purified in a manner similar to that in Example 1, using CM-Sephadex® C-25 (Na-type) and Sephadex® LH-20 to obtain 317 mg ... The reactants are C(C)N(C(C)=O)C1CCN(CC1)C1=CC=C(C=C1)C=O (N-ethyl-N-(1-(4-formylphenyl)piperidin-4-yl)acetamide), OS(=O)[O-].[Na+] (NaHSO3), CC=1C=CC(=CC1)S(=O)(=O)O (p-TsOH), NC1=C(C(=O)N)C(=CC(=C1)OC)OC (2-amino-4,6-dimethoxybenzamide). The solvent is CC(=O)N(C)C (DMA), O (H2O). Reaction conditions: temperature 150 celsius, time 4 hour. Product: COC1=C2C(NC(=NC2=CC(=C1)OC)C1=CC=C(C=C1)N1CCC(CC1)N(C(C)=O)CC)=O (N-(1-(4-(5,7-Dimethoxy-4-oxo-3,4-dihydroquinazolin-2-yl)phenyl)piperidin-4-yl)-N-ethylacetamide). The yield is 55.5%. Reaction SMILES: [CH2:1]([N:3]([CH:7]1[CH2:12][CH2:11][N:10]([C:13]2[CH:18]=[CH:17][C:16]([CH:19]=O)=[CH:15][CH:14]=2)[CH2:9][CH2:8]1)[C:4](=[O:6])[CH3:5])[CH3:2].OS([O-])=O.[Na+].CC1C=CC(S(O)(=O)=O)=CC=1.[NH2:37][C:38]1[CH:46]=[C:45]([O:47][CH3:48])[CH:44]=[C:43]([O:49][CH3:50])[C:39]=1[C:40]([NH2:42])=[O:41]>CC(N(C)C)=O.O>[CH3:50][O:49][C:43]1[CH:44]=[C:45]([O:47][CH3:48])[CH:46]=[C:38]2[C:39]=1[C:40](=[O:41])[NH:42][C:19]([C:16]1[CH:15]=[CH:14][C:13]([N:10]3[CH2:9][CH2:8][CH:7]([N:3]([CH2:1][CH3:2])[C:4](=[O:6])[CH3:5])[CH2:12][CH2:11]3)=[CH:18][CH:17]=1)=[N:37]2 |f:1.2|. Procedure: A mixture of N-ethyl-N-(1-(4-formylphenyl)piperidin-4-yl)acetamide (0.385 g, 1.40 mmol), NaHSO3 (0.162 g, 1.50 mmol), and p-TsOH (0.024 g, 0.12 mmol) were added to a solution of 2-amino-4,6-dimethoxybenzamide (0.250 g, 1.20 mmol) in DMA (10 mL). The reaction was stirred at 150° C. for 4 hours and then cooled to room temperature overnight. The mixture was diluted with H2O and extracted with EtOAc. The organics were washed with brine, dried over anhydrous Na2SO4, filtered, and concentrated in vacu... Reactants: C(C)OC(=O)C=1C=NC2=C(C=CC=C2C1Cl)[N+](=O)[O-] (8-nitro-4-chloro-quinoline-3-carboxylic acid ethyl ester), C1(=CC=CC=C1)CCCN (3-phenyl-propylamine). Product: C(C)OC(=O)C=1C=NC2=C(C=CC=C2C1NCCCC1=CC=CC=C1)N (8-Amino-4-(3-phenyl-propylamino)-quinoline-3-carboxylic acid ethyl ester). Isolated yield 88.0%. Reaction SMILES: [CH2:1]([O:3][C:4]([C:6]1[CH:7]=[N:8][C:9]2[C:14]([C:15]=1Cl)=[CH:13][CH:12]=[CH:11][C:10]=2[N+:17]([O-])=O)=[O:5])[CH3:2].[C:20]1([CH2:26][CH2:27][CH2:28][NH2:29])[CH:25]=[CH:24][CH:23]=[CH:22][CH:21]=1>>[CH2:1]([O:3][C:4]([C:6]1[CH:7]=[N:8][C:9]2[C:14]([C:15]=1[NH:29][CH2:28][CH2:27][CH2:26][C:20]1[CH:25]=[CH:24][CH:23]=[CH:22][CH:21]=1)=[CH:13][CH:12]=[CH:11][C:10]=2[NH2:17])=[O:5])[CH3:2]. Procedure: The compound prepared in Example 3 was reacted with 3-phenyl-propylamine according to the method as described in Example 4 and the obtained compound was treated as described in Example 14 to prepare the title compound (yield 88%). Starting materials: C(C(=C)C)(=O)OCCN=C=O (isocyanatoethyl methacrylate), C1=CC=C2C(=C1)C=CC(=C2C3=C(C=CC4=CC=CC=C43)O)O (1,1'-bi-2-naphthol), C1(CCCCC1)N (cyclohexylamine), C(CCCCCCCCCCC)(=O)[O-].C(CCCCCCCCCCC)(=O)[O-].C(CCC)[Sn+2]CCCC (dibutyltin dilaurate). Run in C(Cl)Cl (methylene chloride), C(Cl)Cl (methylene chloride). Yields the product C1(CCCCC1)NC(=O)NCCOC(C(=C)C)=O (1-cyclohexyl-3-methacryloxyethyl urea). As a reaction SMILES: [C:1]([O:6][CH2:7][CH2:8][N:9]=[C:10]=[O:11])(=[O:5])[C:2]([CH3:4])=[CH2:3].C1C=C2C=CC(O)=C(C3C4C(=CC=CC=4)C=CC=3O)C2=CC=1.[CH:34]1([NH2:40])[CH2:39][CH2:38][CH2:37][CH2:36][CH2:35]1.C([O-])(=O)CCCCCCCCCCC.C([O-])(=O)CCCCCCCCCCC.C([Sn+2]CCCC)CCC>C(Cl)Cl>[CH:34]1([NH:40][C:10]([NH:9][CH2:8][CH2:7][O:6][C:1](=[O:5])[C:2]([CH3:4])=[CH2:3])=[O:11])[CH2:39][CH2:38][CH2:37][CH2:36][CH2:35]1 |f:3.4.5|. Procedure details: A 3-neck, 250-mL round bottom flask equipped with a reflux condenser was charged with isocyanatoethyl methacrylate (7.79 g), 1,1'-bi-2-naphthol (1.3 mg) and 50 mL of methylene chloride. While stirring, cyclohexylamine (5.24 g) and dibutyltin dilaurate (52.3 mg) in 50 mL of methylene chloride were added over a 15 minute period. The reaction mixture was kept stirred for an additional 30 minutes. The solution was filtered and evaporated to dryness to recover the product. The product was characteriz... Reactants: OCCCCCCCCCCCCCCCCC(=O)OCC (Ethyl 17-hydroxy-heptadecanoate), C1=CC=C(C=C1)P(C2=CC=CC=C2)C3=CC=CC=C3 (Ph3P), N1C=NC=C1 (imidazole), IC1=CC=C(C=C1)CCCCCCCCCCCCCCCCCCO (18-(p-Iodophenyl)octadecanol). Solvent: C(Cl)Cl (CH2Cl2), C1=CC=CC=C1 (benzene). Run at temperature 0 celsius, time 40 minute. The product is ICCCCCCCCCCCCCCCCC(=O)OCC (Ethyl 17-iodo-heptadecanoate). Isolated yield 90.0%. As a reaction SMILES: O[CH2:2][CH2:3][CH2:4][CH2:5][CH2:6][CH2:7][CH2:8][CH2:9][CH2:10][CH2:11][CH2:12][CH2:13][CH2:14][CH2:15][CH2:16][CH2:17][C:18]([O:20][CH2:21][CH3:22])=[O:19].C1C=CC(P(C2C=CC=CC=2)C2C=CC=CC=2)=CC=1.N1C=CN=C1.[I:47]C1C=CC(CCCCCCCCCCCCCCCCCCO)=CC=1>C(Cl)Cl.C1C=CC=CC=1>[I:47][CH2:2][CH2:3][CH2:4][CH2:5][CH2:6][CH2:7][CH2:8][CH2:9][CH2:10][CH2:11][CH2:12][CH2:13][CH2:14][CH2:15][CH2:16][CH2:17][C:18]([O:20][CH2:21][CH3:22])=[O:19]. Procedure details: Ethyl 17-hydroxy-heptadecanoate 79 (264 mg, 0.84 mmol), Ph3P (262 mg, 1 mmol) and imidazole (94 mg, 1.39 mmol) were dissolved in the mixture of CH2Cl2 (3 ml) and benzene (3 ml) and cooled to 0° C. Solid 12 (254 mg, 1 mmol) was added and the reaction mixture was stirred at 0° C. for 40 min. The reaction mixture was quenched by addition of MeOH (0.5 ml), diluted with EtOAc and washed with the aqueous NaHCO3—Na2S2O3 solution, dried over Na2SO4 and evaporated. Chromatography in hexane-EtOAc (97:3) a... The reactants are CC12CC3OC3CC1CCC1C2CCC2(C)C(O)C(N3CCC(O)CC3)CC12, C1CC2(CCN1)OCCO2. Yields the product CC12CC(N3CCC4(CC3)OCCO4)C(O)CC1CCC1C2CCC2(C)C(O)C(N3CCC(O)CC3)CC12. As a reaction SMILES: [O:1]1[CH:2]2[CH:3]1[CH2:4][CH:5]1[CH2:6][CH2:7][CH:8]3[CH:9]4[CH2:10][CH:11]([N:22]5[CH2:23][CH2:24][CH:25]([OH:28])[CH2:26][CH2:27]5)[CH:12]([OH:21])[C:13]4([CH3:14])[CH2:15][CH2:16][CH:17]3[C:18]1([CH3:20])[CH2:19]2.[O:29]1[CH2:30][CH2:31][O:32][C:33]12[CH2:34][CH2:35][NH:36][CH2:37][CH2:38]2>>[OH:1][CH:3]1[CH:2]([N:36]2[CH2:35][CH2:34][C:33]3([O:29][CH2:30][CH2:31][O:32]3)[CH2:38][CH2:37]2)[CH2:19][C:18]2([CH3:20])[CH:5]([CH2:4]1)[CH2:6][CH2:7][CH:8]1[CH:9]3[CH2:10][CH:11]([N:22]4[CH2:23][CH2:24][CH:25]([OH:28])[CH2:26][CH2:27]4)[CH:12]([OH:21])[C:13]3([CH3:14])[CH2:15][CH2:16][CH:17]12. Starting materials: CC(C)CS(=O)(=O)Nc1ccc(F)c(C(O)c2c[nH]c3ncc(Br)cc23)c1F, C1CCOC1. Yields the product CC(C)CS(=O)(=O)Nc1ccc(F)c(C(=O)c2c[nH]c3ncc(Br)cc23)c1F. As a reaction SMILES: [Br:1][c:2]1[cH:3][c:4]2[c:5]([n:6][cH:7]1)[nH:8][cH:9][c:10]2[CH:11]([c:12]1[c:13]([F:27])[c:14]([NH:19][S:20](=[O:21])(=[O:22])[CH2:23][CH:24]([CH3:25])[CH3:26])[cH:15][cH:16][c:17]1[F:18])[OH:28].[O:29]1[CH2:30][CH2:31][CH2:32][CH2:33]1>>[Br:1][c:2]1[cH:3][c:4]2[c:5]([n:6][cH:7]1)[nH:8][cH:9][c:10]2[C:11]([c:12]1[c:13]([F:27])[c:14]([NH:19][S:20](=[O:21])(=[O:22])[CH2:23][CH:24]([CH3:25])[CH3:26])[cH:15][cH:16][c:17]1[F:18])=[O:28].